Task: describe an organic reaction: reactants, conditions, products, and yield. Dataset: the Open Reaction Database (ORD), a public repository of structured organic reaction records The reactants are petroleum ether EtOAc, BrC=1SC(=C(N1)C)C=O (2-bromo-4-methylthiazole-5-carbaldehyde), 98, C[Mg+].[Br-] (MeMgBr), CCOCC (Et2O). Solvent: C1CCOC1 (THF). Conditions: time 1 hour. Product: BrC=1SC(=C(N1)C)C(C)O (1-(2-Bromo-4-methylthiazol-5-yl)ethanol). Isolated yield 87.0%. Reaction SMILES: [Br:1][C:2]1[S:3][C:4]([CH:8]=[O:9])=[C:5]([CH3:7])[N:6]=1.C[Mg+].[Br-].[CH3:13]COCC>C1COCC1>[Br:1][C:2]1[S:3][C:4]([CH:8]([OH:9])[CH3:13])=[C:5]([CH3:7])[N:6]=1 |f:1.2|. Procedure details: To a mixture of 2-bromo-4-methylthiazole-5-carbaldehyde of preparation 98 (1.8 g, 8.8 mmol) in dry THF (50 mL) was added dropwise MeMgBr in Et2O (3M, 2.9 mL, 8.8 mmol) at −40° C. under N2. After the addition, the mixture was stirred at room temperature for 1 hr. TLC (petroleum ether/EtOAc=5:1) showed most of the starting material was consumed. To the reaction mixture was added saturated NH4Cl (60 mL). The mixture was extracted with EtOAc (50 mL×2). The combined organic layers were washed with br... The reactants are CCI, CCOC(=O)c1oc2cccc(O)c2c1C, [K+], [K+], O=C([O-])[O-], CN(C)C=O. Product: CCOC(=O)c1oc2cccc(OCC)c2c1C. Reaction SMILES: [CH2:17]([CH3:18])[I:19].[CH2:1]([CH3:2])[O:3][C:4](=[O:5])[c:6]1[o:7][c:8]2[c:9]([c:10]1[CH3:11])[c:12]([OH:16])[cH:13][cH:14][cH:15]2.[K+:20].[K+:21].[O-:22][C:23]([O-:24])=[O:25].[O:26]=[CH:27][N:28]([CH3:29])[CH3:30]>>[CH2:1]([CH3:2])[O:3][C:4](=[O:5])[c:6]1[o:7][c:8]2[c:9]([c:10]1[CH3:11])[c:12]([O:16][CH2:17][CH3:18])[cH:13][cH:14][cH:15]2.